The task is: describe an organic reaction: reactants, conditions, products, and yield. This data is from the Open Reaction Database (ORD), a public repository of structured organic reaction records. The product is FC1=CC=C(C=C1)C(NC1=CC=C(C=C1)S(=O)(=O)C)=N (4-fluoro-N-[4-(methylsulfonyl)phenyl]benzenecarboximidamide). Run in C1(=CC=CC=C1)C (toluene), C(Cl)(Cl)Cl (chloroform), C1(=CC=CC=C1)C (toluene). The reactants are CS(=O)(=O)C1=CC=C(N)C=C1 (4-(methylsulfonyl)aniline), C[Al](C)C (trimethylaluminum), O (H2O), FC1=CC=C(C#N)C=C1 (4-fluorobenzonitrile). Run at time 2.5 hour. Reported procedure: To a suspension of 4-(methylsulfonyl)aniline (3.53 g, 20.2 mmol) in toluene (100 mL), trimethylaluminum (15.2 ml, 2M solution in toluene, 30.2 mmol) was added over 15 minutes. The reaction mixture was warmed to room temperature and stirred for 2.5 hours. A solution of 4-fluorobenzonitrile (5 g, 40.3 mmol) in toluene (100 mL) was added over 10 minutes and the reaction mixture heated to 80-85° C. After 20 hours, the reaction mixture was cooled to room temperature and poured over a slurry of silica... RXN SMILES: [CH3:1][S:2]([C:5]1[CH:11]=[CH:10][C:8]([NH2:9])=[CH:7][CH:6]=1)(=[O:4])=[O:3].C[Al](C)C.[F:16][C:17]1[CH:24]=[CH:23][C:20]([C:21]#[N:22])=[CH:19][CH:18]=1.O>C1(C)C=CC=CC=1.C(Cl)(Cl)Cl>[F:16][C:17]1[CH:24]=[CH:23][C:20]([C:21](=[NH:22])[NH:9][C:8]2[CH:10]=[CH:11][C:5]([S:2]([CH3:1])(=[O:3])=[O:4])=[CH:6][CH:7]=2)=[CH:19][CH:18]=1. The reactants are C1(=CC=CC=C1)C1COC=2C=CC=C3C=4C(CCCC4N1C23)=O (1-phenyl-1,2,9,10-tetrahydro[1,4]oxazino[2,3,4-jk]carbazol-7(8H)-one). Procedure details: A mixture of 1-phenyl-1,2,9,10-tetrahydro[1,4]oxazino[2,3,4-jk]carbazol-7(8H)-one (0.0586 g, 0.193 mmol) and 10% Pd/C (0.058 g) in 2-(ethoxyethoxy)ethanol (1 mL) is heated at 190-200° C. for 4 h and then cooled and partitioned between dichloromethane and water. The organic layers are dried over magnesium sulfate, filtered, and the filtrate is concentrated and the residue chromatographed on silica gel using ethyl acetate/hexane (20/80) to give 0.0274 g of 1-phenyl-1,2-dihydro[1,4]oxazino[2,3,4-jk... As a reaction SMILES: [C:1]1([CH:7]2[N:21]3[C:22]4[C:14]([C:15]5[C:16](=[O:23])[CH2:17][CH2:18][CH2:19][C:20]=53)=[CH:13][CH:12]=[CH:11][C:10]=4[O:9][CH2:8]2)[CH:6]=[CH:5][CH:4]=[CH:3][CH:2]=1>C(OCCOCCO)C.[Pd]>[C:1]1([CH:7]2[N:21]3[C:22]4[C:14]([C:15]5[C:20]3=[CH:19][CH:18]=[CH:17][C:16]=5[OH:23])=[CH:13][CH:12]=[CH:11][C:10]=4[O:9][CH2:8]2)[CH:2]=[CH:3][CH:4]=[CH:5][CH:6]=1. Conditions: temperature 195 celsius. Product: C1(=CC=CC=C1)C1COC=2C=CC=C3C4=C(C=CC=C4N1C23)O (1-phenyl-1,2-dihydro[1,4]oxazino[2,3,4-jk]carbazol-7-ol). Yield: 47.1%. Reagents/catalysts: [Pd] (Pd/C). The solvent is C(C)OCCOCCO (2-(ethoxyethoxy)ethanol).